This data is from the Open Reaction Database (ORD), a public repository of structured organic reaction records. The task is: describe an organic reaction: reactants, conditions, products, and yield Reactants: C(=O)(OCC1=CC=CC=C1)N1[C@](C(=O)O)(CCC1)C(=O)NC1=CC(=CC=C1)O (N-Cbz-[2-(3-hydroxyphenylaminocarbonyl)]-L-proline), Br (HBr). Solvent: CC(=O)O (HOAc), C(C)(=O)O (acetic acid). Reaction conditions: time 40 minute. Product: Br.OC=1C=C(C=CC1)NC(=O)[C@@]1(NCCC1)C(=O)O (2-(3-hydroxyphenylaminocarbonyl)-L-proline hydrobromide). The yield is 70.0%. As a reaction SMILES: C([N:11]1[CH2:18][CH2:17][CH2:16][C@@:12]1([C:19]([NH:21][C:22]1[CH:27]=[CH:26][CH:25]=[C:24]([OH:28])[CH:23]=1)=[O:20])[C:13]([OH:15])=[O:14])(OCC1C=CC=CC=1)=O.[BrH:29]>CC(O)=O>[BrH:29].[OH:28][C:24]1[CH:23]=[C:22]([NH:21][C:19]([C@@:12]2([C:13]([OH:15])=[O:14])[CH2:16][CH2:17][CH2:18][NH:11]2)=[O:20])[CH:27]=[CH:26][CH:25]=1 |f:3.4|. Reported procedure: To N-Cbz-[2-(3-hydroxyphenylaminocarbonyl)]-L-proline (5.0 mmol) in HOAc (10 mL) was added 30% HBr in acetic acid and the solution stirred for 40 min. The reaction was quenched by addition of 100 mL ethylether, and the resulting precipitate collected and recrystalized from MeOH/Et2O to afford 3.5 mmol 2-(3-hydroxyphenylaminocarbonyl)-L-proline hydrobromide (70%) The reactants are CCN1C(C(=O)OC)=C(O)c2ccc3ccccc3c2S1(=O)=O, Nc1nccs1, Cc1ccccc1C. Product: CCN1C(C(=O)Nc2nccs2)=C(O)c2ccc3ccccc3c2S1(=O)=O. Reaction SMILES: [CH3:1][O:2][C:3](=[O:4])[C:5]1=[C:10]([OH:11])[c:9]2[c:8]([c:19]3[c:14]([cH:13][cH:12]2)[cH:15][cH:16][cH:17][cH:18]3)[S:7](=[O:20])(=[O:21])[N:6]1[CH2:22][CH3:23].[NH2:24][c:25]1[s:26][cH:27][cH:28][n:29]1.[c:30]1([CH3:31])[c:32]([CH3:33])[cH:34][cH:35][cH:36][cH:37]1>>[C:3](=[O:4])([C:5]1=[C:10]([OH:11])[c:9]2[c:8]([c:19]3[c:14]([cH:13][cH:12]2)[cH:15][cH:16][cH:17][cH:18]3)[S:7](=[O:20])(=[O:21])[N:6]1[CH2:22][CH3:23])[NH:24][c:25]1[s:26][cH:27][cH:28][n:29]1.